describe an organic reaction: reactants, conditions, products, and yield From a dataset of the Open Reaction Database (ORD), a public repository of structured organic reaction records. Starting materials: FC(C1=NOC(C1)CC1N=C(CCCC1)OC)(F)F (2-[[4,5-dihydro-3-(trifluoromethyl)isoxazol-5-yl]methyl]-3,4,5,6-tetrahydro-7-methoxy-2H-azepine), [Cl-].[NH4+] (ammonium chloride). Yields the product Cl.FC(C1=NOC(C1)CC1CCCCC(N1)=N)(F)F (7-[[4,5-dihydro-3-(trifluoromethyl)isoxazol-5-yl]methyl]hexahydro-2H-azepin-2-imine, monohydrochloride). As a reaction SMILES: [F:1][C:2]([F:19])([F:18])[C:3]1[CH2:7][CH:6]([CH2:8][CH:9]2[CH2:15][CH2:14][CH2:13][CH2:12][C:11](OC)=[N:10]2)[O:5][N:4]=1.[Cl-:20].[NH4+:21]>>[ClH:20].[F:1][C:2]([F:19])([F:18])[C:3]1[CH2:7][CH:6]([CH2:8][CH:9]2[NH:10][C:11](=[NH:21])[CH2:12][CH2:13][CH2:14][CH2:15]2)[O:5][N:4]=1 |f:1.2,3.4|. Procedure: The product of Example 115 is reacted with ammonium chloride by the method of Example 5 to generate the title compound. Starting materials: CO (methanol), C(C)(=O)OC=1C=C2C(CC(OC2=CC1C(CC(C)(C)C)(C)C)(COC1=CC=C(C=C1)[N+](=O)[O-])C)=O (6-acetoxy-2-methyl-2-(4-nitrophenoxymethyl)-7-(1,1,3,3-tetramethylbutyl)chroman-4-one), [BH4-].[Na+] (sodium borohydride), ice water, Cl (hydrochloric acid). Solvent: C1=CC=CC=C1 (benzene). Run at time 30 minute. The product is C(C)(=O)OC=1C=C2C(CC(OC2=CC1C(CC(C)(C)C)(C)C)(COC1=CC=C(C=C1)[N+](=O)[O-])C)O (6-Acetoxy-4-hydroxy-2-methyl-2-(4-nitrophenoxymethyl)-7-(1,1,3,3-tetramethylbutyl)chroman). As a reaction SMILES: [BH4-].[Na+].CO.[C:5]([O:8][C:9]1[CH:10]=[C:11]2[C:16](=[CH:17][C:18]=1[C:19]([CH3:26])([CH3:25])[CH2:20][C:21]([CH3:24])([CH3:23])[CH3:22])[O:15][C:14]([CH3:38])([CH2:27][O:28][C:29]1[CH:34]=[CH:33][C:32]([N+:35]([O-:37])=[O:36])=[CH:31][CH:30]=1)[CH2:13][C:12]2=[O:39])(=[O:7])[CH3:6].Cl>C1C=CC=CC=1>[C:5]([O:8][C:9]1[CH:10]=[C:11]2[C:16](=[CH:17][C:18]=1[C:19]([CH3:26])([CH3:25])[CH2:20][C:21]([CH3:24])([CH3:23])[CH3:22])[O:15][C:14]([CH3:38])([CH2:27][O:28][C:29]1[CH:34]=[CH:33][C:32]([N+:35]([O-:37])=[O:36])=[CH:31][CH:30]=1)[CH2:13][CH:12]2[OH:39])(=[O:7])[CH3:6] |f:0.1|. Procedure: 1 g of sodium borohydride was added, whilst ice-cooling, to a mixture of 100 ml of methanol and 10 ml of benzene containing 13 g of 6-acetoxy-2-methyl-2-(4-nitrophenoxymethyl)-7-(1,1,3,3-tetramethylbutyl)chroman-4-one (prepared as described in Preparation 19), and the mixture was stirred for 30 minutes whilst ice-cooling. The reaction mixture was then poured into ice-water, neutralized with 10% w/v aqueous hydrochloric acid and extracted with benzene. The extract was washed with water and dried ... Starting materials: CC(C)(C)OC(=O)N1CCC(n2ncc3c(Cl)ncnc32)CC1, CN(C)C=O, Oc1c(F)cc(F)cc1F. Yields the product CC(C)(C)OC(=O)N1CCC(n2ncc3c(Oc4c(F)cc(F)cc4F)ncnc32)CC1. As a reaction SMILES: [C:1]([CH3:2])([CH3:3])([CH3:4])[O:5][C:6](=[O:7])[N:8]1[CH2:9][CH2:10][CH:11]([n:14]2[n:15][cH:16][c:17]3[c:18]2[n:19][cH:20][n:21][c:22]3[Cl:23])[CH2:12][CH2:13]1.[CH3:34][N:35]([CH3:36])[CH:37]=[O:38].[F:24][c:25]1[c:26]([OH:33])[c:27]([F:32])[cH:28][c:29]([F:31])[cH:30]1>>[C:1]([CH3:2])([CH3:3])([CH3:4])[O:5][C:6](=[O:7])[N:8]1[CH2:9][CH2:10][CH:11]([n:14]2[n:15][cH:16][c:17]3[c:18]2[n:19][cH:20][n:21][c:22]3[O:33][c:26]2[c:25]([F:24])[cH:30][c:29]([F:31])[cH:28][c:27]2[F:32])[CH2:12][CH2:13]1. The reactants are BrCCBr, COc1ccc(CN2CCNC(=O)C2=O)c(OC)c1, CN(C)C=O, [H-], [Na+]. Yields the product COc1ccc(CN2CCN(CCBr)C(=O)C2=O)c(OC)c1. Reaction SMILES: [Br:22][CH2:23][CH2:24][Br:25].[CH3:1][O:2][c:3]1[c:4]([CH2:5][N:6]2[C:7](=[O:13])[C:8](=[O:12])[NH:9][CH2:10][CH2:11]2)[cH:14][cH:15][c:16]([O:18][CH3:19])[cH:17]1.[CH3:26][N:27]([CH3:28])[CH:29]=[O:30].[H-:20].[Na+:21]>>[CH3:1][O:2][c:3]1[c:4]([CH2:5][N:6]2[C:7](=[O:13])[C:8](=[O:12])[N:9]([CH2:24][CH2:23][Br:22])[CH2:10][CH2:11]2)[cH:14][cH:15][c:16]([O:18][CH3:19])[cH:17]1. The reactants are CrO2, ClC=1C(=NC=C(C1)CO)C#N (3-chloro-5-(hydroxymethyl)-2-pyridinecarbonitrile), CO (MeOH). Run in C(Cl)Cl (DCM), C(Cl)Cl (DCM). Conditions: temperature 40 celsius. Yields the product ClC=1C(=NC=C(C1)C=O)C#N (3-chloro-5-formyl-2-pyridinecarbonitrile). Yield: 59.3%. Reaction SMILES: [Cl:1][C:2]1[C:3]([C:10]#[N:11])=[N:4][CH:5]=[C:6]([CH2:8][OH:9])[CH:7]=1.CO>C(Cl)Cl>[Cl:1][C:2]1[C:3]([C:10]#[N:11])=[N:4][CH:5]=[C:6]([CH:8]=[O:9])[CH:7]=1. Procedure: CrO2 (Magtrieve) (335 mg, 3.99 mmol) was added to a solution of 3-chloro-5-(hydroxymethyl)-2-pyridinecarbonitrile (33.6 mg, 0.199 mmol) in DCM (2.5 ml) and the mixture was stirred at 40° C. TLC (5% MeOH in DCM) after 3 h showed some starting material. It was heated at 40° C. overnight and full conversion was observed by TLC. The solids were filtered off and the solvent evaporated, yielding 3-chloro-5-formyl-2-pyridinecarbonitrile (19.7 mg, 0.118 mmol, 59% yield) as a white solid. The yield is 23.1%. Procedure: Borane-methyl sulfide complex (1.68 mL, 2.0 M solution in THF) was added drop wise to stirred solution of the product of Step 1 (224 mg) in dry THF (5 mL) under nitrogen. After 16 h at room temperature, the solution was cooled, and excess borane was quenched with methanol. The solvent was evaporated to dryness, and the residue was dissolved in THF (5 mL). 2-(Dimethylamino)ethanol (0.67 mL) was added, and the reaction mixture was heated under reflux for 3 h, cooled, and evaporated to dryness. The... As a reaction SMILES: B.CSC.[F:5][C:6]1[CH:11]=[CH:10][C:9]([C:12]2[NH:13][C:14]([CH:23]3[CH2:28][CH2:27][N:26]([C:29]([C:31]4(O)[CH2:33][CH2:32]4)=[O:30])[CH2:25][CH2:24]3)=[CH:15][C:16]=2[C:17]2[CH:22]=[CH:21][N:20]=[CH:19][CH:18]=2)=[CH:8][CH:7]=1>C1COCC1>[F:5][C:6]1[CH:11]=[CH:10][C:9]([C:12]2[NH:13][C:14]([CH:23]3[CH2:28][CH2:27][N:26]([CH:29]([OH:30])[CH:31]4[CH2:33][CH2:32]4)[CH2:25][CH2:24]3)=[CH:15][C:16]=2[C:17]2[CH:22]=[CH:21][N:20]=[CH:19][CH:18]=2)=[CH:8][CH:7]=1 |f:0.1|. The reactants are B.CSC (Borane methyl sulfide), FC1=CC=C(C=C1)C=1NC(=CC1C1=CC=NC=C1)C1CCN(CC1)C(=O)C1(CC1)O (2-(4-Fluorophenyl)-3-(4-pyridinyl)-5-[N-(1-hyroxy-1-cyclopropyl-carbonyl)-4-piperidinyl)pyrrole). Reaction conditions: time 16 hour. The product is FC1=CC=C(C=C1)C=1NC(=CC1C1=CC=NC=C1)C1CCN(CC1)C(C1CC1)O (2-(4-Fluorophenyl)-3-(4-pyridinyl)-5-[N-(1-hyroxy-1-cyclopropyl-methyl)-4-piperidinyl)pyrrole). Solvent: C1CCOC1 (THF). Yields the product Cc1onc(-c2ccccc2)c1-c1cn(-c2ccccc2C(=O)NC2CCOCC2)cn1. Starting materials: Cc1onc(-c2ccccc2)c1-c1cn(-c2ccccc2C(=O)O)cn1, NC1CCOCC1. Reaction SMILES: [CH3:8][c:9]1[c:10](-[c:20]2[n:21][cH:22][n:23](-[c:25]3[c:26]([C:27](=[O:28])[OH:29])[cH:30][cH:31][cH:32][cH:33]3)[cH:24]2)[c:11](-[c:14]2[cH:15][cH:16][cH:17][cH:18][cH:19]2)[n:12][o:13]1.[O:1]1[CH2:2][CH2:3][CH:4]([NH2:7])[CH2:5][CH2:6]1>>[O:1]1[CH2:2][CH2:3][CH:4]([NH:7][C:27]([c:26]2[c:25](-[n:23]3[cH:22][n:21][c:20](-[c:10]4[c:9]([CH3:8])[o:13][n:12][c:11]4-[c:14]4[cH:15][cH:16][cH:17][cH:18][cH:19]4)[cH:24]3)[cH:33][cH:32][cH:31][cH:30]2)=[O:28])[CH2:5][CH2:6]1. RXN SMILES: [CH3:41][c:42]1[cH:43][cH:44][cH:45][cH:46][cH:47]1.[CH3:48][CH2:49][CH2:50][CH2:51][CH2:52][CH3:53].[CH3:8][Al:9]([CH3:10])[CH3:11].[Cl:12][c:13]1[c:14](-[c:20]2[n:21][c:22]([C:33](=[O:34])[O:35][CH2:36][CH3:37])[n:23]([CH3:32])[c:24]2-[c:25]2[cH:26][cH:27][c:28]([Cl:31])[cH:29][cH:30]2)[cH:15][cH:16][c:17]([Cl:19])[cH:18]1.[Cl:38][CH2:39][Cl:40].[NH2:1][N:2]1[CH2:3][CH2:4][CH2:5][CH2:6][CH2:7]1>>[NH:1]([N:2]1[CH2:3][CH2:4][CH2:5][CH2:6][CH2:7]1)[C:33]([c:22]1[n:21][c:20](-[c:14]2[c:13]([Cl:12])[cH:18][c:17]([Cl:19])[cH:16][cH:15]2)[c:24](-[c:25]2[cH:26][cH:27][c:28]([Cl:31])[cH:29][cH:30]2)[n:23]1[CH3:32])=[O:34]. Yields the product Cn1c(C(=O)NN2CCCCC2)nc(-c2ccc(Cl)cc2Cl)c1-c1ccc(Cl)cc1. The reactants are Cc1ccccc1, CCCCCC, C[Al](C)C, CCOC(=O)c1nc(-c2ccc(Cl)cc2Cl)c(-c2ccc(Cl)cc2)n1C, ClCCl, NN1CCCCC1. The reactants are O (water), O (water), CI (MeI), CI (MeI), C(=O)([O-])[O-].[K+].[K+] (K2CO3), BrC=1C=CC=C2C(N(C(NC12)=S)C1=CC=CC=C1)=O (8-bromo-3-phenyl-2-thioxo-2,3-dihydroquinazolin-4(1H)-one). Solvent: C1CCOC1 (THF). Conditions: temperature 80 celsius, time 2 hour. Product: BrC=1C=CC=C2C(N(C(=NC12)SC)C1=CC=CC=C1)=O (8-bromo-2-(methylthio)-3-phenylquinazolin-4(3H)-one). Reaction SMILES: CI.[C:3]([O-])([O-])=O.[K+].[K+].[Br:9][C:10]1[CH:11]=[CH:12][CH:13]=[C:14]2[C:19]=1[NH:18][C:17](=[S:20])[N:16]([C:21]1[CH:26]=[CH:25][CH:24]=[CH:23][CH:22]=1)[C:15]2=[O:27].O>C1COCC1>[Br:9][C:10]1[CH:11]=[CH:12][CH:13]=[C:14]2[C:19]=1[N:18]=[C:17]([S:20][CH3:3])[N:16]([C:21]1[CH:26]=[CH:25][CH:24]=[CH:23][CH:22]=1)[C:15]2=[O:27] |f:1.2.3|. Reported procedure: A mixture of MeI (1.68 mL, 27.0 mmol), K2CO3 (2.49 g, 18.01 mmol), 8-bromo-3-phenyl-2-thioxo-2,3-dihydroquinazolin-4(1H)-one (402a; 3.00 g, 9.00 mmol) in 30 mL THF was fitted with a water cooled reflux condenser and heated to reflux (80° C. oil bath) overnight under N2. Additional 1.5 equiv MeI was added and heating continued. After 2 h, water was added, and the reaction was partitioned between water and EtOAc. The aqueous layer was washed 1× brine, and the organics were dried over anhydrous Na2... Starting materials: OC1=CC=C(C2=CC=CC=C12)C=O (4-hydroxynaphthaldehyde), BrCC1OCCCC1 (2-bromomethyl tetrahydropyran), C(=O)([O-])[O-].[K+].[K+] (K2CO3). Solvent: CN(C=O)C (dimethyl formamide), O (water), C(C)(=O)OCC (ethyl acetate). Run at temperature 60 celsius, time 8 hour. Product: O1C(CCCC1)COC1=CC=C(C2=CC=CC=C12)C=O (4-(2-Tetrahydropyranylmethoxy)-1-naphthaldehyde). RXN SMILES: [OH:1][C:2]1[C:11]2[C:6](=[CH:7][CH:8]=[CH:9][CH:10]=2)[C:5]([CH:12]=[O:13])=[CH:4][CH:3]=1.Br[CH2:15][CH:16]1[CH2:21][CH2:20][CH2:19][CH2:18][O:17]1.C([O-])([O-])=O.[K+].[K+]>CN(C)C=O.O.C(OCC)(=O)C>[O:17]1[CH2:18][CH2:19][CH2:20][CH2:21][CH:16]1[CH2:15][O:1][C:2]1[C:11]2[C:6](=[CH:7][CH:8]=[CH:9][CH:10]=2)[C:5]([CH:12]=[O:13])=[CH:4][CH:3]=1 |f:2.3.4|. Reported procedure: A mixture of 4-hydroxynaphthaldehyde (1 g, 5.8 mmol), 2-bromomethyl tetrahydropyran (1 g, 5.8 mmol) and powdered K2CO3 (1.2 g, 8.7 mmol) in dimethyl formamide was stirred at 60° C. overnight. The mixture was taken up in water and ethyl acetate. The organic layer was separated and washed with water, brine, dried over MgSO4, filtered, and concentrated. The product was purified by silica gel column chromatography using ethyl acetate/hexane.